This data is from the Open Reaction Database (ORD), a public repository of structured organic reaction records. The task is: describe an organic reaction: reactants, conditions, products, and yield Reactants: FC(COC1=CC=C(C=N1)C(C)N)(F)F (1-[6-(2,2,2-trifluoroethoxy)pyridin-3-yl]ethanamine), FC(COC1=CC=C(C#N)C=C1)(F)F (4-(2,2,2-trifluoroethoxy)benzonitrile). Product: FC(COC1=CC=C(C=C1)C(C)N)(F)F (1-[4-(2,2,2-trifluoroethoxy)phenyl]ethanamine). Reaction SMILES: [F:1][C:2]([F:15])([F:14])[CH2:3][O:4][C:5]1[N:10]=[CH:9][C:8]([CH:11](N)[CH3:12])=[CH:7][CH:6]=1.F[C:17](F)(F)COC1C=CC(C#N)=CC=1>>[F:1][C:2]([F:15])([F:14])[CH2:3][O:4][C:5]1[CH:12]=[CH:11][C:8]([CH:9]([NH2:10])[CH3:17])=[CH:7][CH:6]=1. Reported procedure: The title compound was synthesised according to the procedure described for the synthesis of 1-[6-(2,2,2-trifluoroethoxy)pyridin-3-yl]ethanamine, step B, starting from 4-(2,2,2-trifluoroethoxy)benzonitrile. 1H NMR (400 MHz, DMSO-d6) δ ppm 7.28-7.34 (m, 2 H) 6.94-7.00 (m, 2 H) 4.70 (q, J=8.78 Hz, 2 H) 3.95 (q, J=6.53 Hz, 1 H) 1.21 (d, J=6.78 Hz, 3 H). MS (ESI) m/z: 220 [M+H]